From a dataset of the Open Reaction Database (ORD), a public repository of structured organic reaction records. describe an organic reaction: reactants, conditions, products, and yield The reactants are CC(=O)C (acetone), α-sulfo-acylamido-3-halo-cephem, S(=O)(=O)(O)C(C(=O)Cl)C1=CC=CC=C1 (α-sulfophenylacetyl chloride), ( 11 ), NC1[C@@H]2N(C(=C(CS2)Cl)C(=O)O)C1=O (7-amino-3-chloro-3-cephem-4-carboxylic acid), C([O-])(O)=O.[Na+] (sodium bicarbonate). The solvent is O (water). Product: S(=O)(=O)(O)C(C(=O)NC1[C@@H]2N(C(=C(CS2)Cl)C(=O)O)C1=O)C1=CC=CC=C1 (7-(α-sulfophenylacetamido)-3-chloro-3-cephem-4-carboxylic acid). As a reaction SMILES: [NH2:1][CH:2]1[C:13](=[O:14])[N:4]2[C:5]([C:10]([OH:12])=[O:11])=[C:6]([Cl:9])[CH2:7][S:8][C@H:3]12.[S:15]([CH:19]([C:23]1[CH:28]=[CH:27][CH:26]=[CH:25][CH:24]=1)[C:20](Cl)=[O:21])([OH:18])(=[O:17])=[O:16].CC(C)=O.C(=O)(O)[O-].[Na+]>O>[S:15]([CH:19]([C:23]1[CH:28]=[CH:27][CH:26]=[CH:25][CH:24]=1)[C:20]([NH:1][CH:2]1[C:13](=[O:14])[N:4]2[C:5]([C:10]([OH:12])=[O:11])=[C:6]([Cl:9])[CH2:7][S:8][C@H:3]12)=[O:21])([OH:18])(=[O:17])=[O:16] |f:3.4|. Procedure details: The α-sulfo-acylamido-3-halo-cephem compounds of the Formula I wherein Q is a sulfo group (--SO3H) are prepared by following the acylation procedures employed for the preparation of α-sulfobenzylpenicillins described by U.S. Patent No. 3,660,379 and in the J. Med. Chem., 15 (11), 11-5 (1972); ibid, p. 1108. For example, 7-amino-3-chloro-3-cephem-4-carboxylic acid is reacted with α-sulfophenylacetyl chloride in a mixture acetone and water containing an excess of sodium bicarbonate to yield 7-(α-s...